From a dataset of the Open Reaction Database (ORD), a public repository of structured organic reaction records. describe an organic reaction: reactants, conditions, products, and yield Reactants: ClC1=C(C=C(C=C1)C(F)(F)F)[N+](=O)[O-] (4-chloro-3-nitrobenzotrifluoride), C(C1=CC=CC=C1)S (benzyl mercaptan), [OH-].[K+] (KOH). Run in C(C)O (ethyl alcohol), O (water). Run at temperature 5 celsius, time 3 hour. Yields the product [N+](=O)([O-])C1=C(C=CC(=C1)C(F)(F)F)SCC1=CC=CC=C1 (2-nitro-1-[(phenylmethyl)thio]-4-trifluoromethylbenzene). Yield: 87.2%. RXN SMILES: Cl[C:2]1[CH:7]=[CH:6][C:5]([C:8]([F:11])([F:10])[F:9])=[CH:4][C:3]=1[N+:12]([O-:14])=[O:13].[CH2:15]([SH:22])[C:16]1[CH:21]=[CH:20][CH:19]=[CH:18][CH:17]=1.[OH-].[K+]>C(O)C.O>[N+:12]([C:3]1[CH:4]=[C:5]([C:8]([F:11])([F:10])[F:9])[CH:6]=[CH:7][C:2]=1[S:22][CH2:15][C:16]1[CH:21]=[CH:20][CH:19]=[CH:18][CH:17]=1)([O-:14])=[O:13] |f:2.3|. Procedure: To a mixture of 225.6 g of 4-chloro-3-nitrobenzotrifluoride and 136 g of benzyl mercaptan in 1.5 l of ethyl alcohol, at reflux, was added a solution of 72.5 g of 85% KOH in 120 ml of water over a 45 minute period. Reflux was continued for an additional three hours. The reaction mixture was cooled to 5° C. The precipitate was filtered off, washed with ethanol and water and dried to give 273.2 g of 2-nitro-1-[(phenylmethyl)thio]-4-trifluoromethylbenzene as a bright yellow solid, m.p. 132°-136°. Isolated yield 15.0%. Reaction SMILES: Br[C:2]1[CH:7]=[CH:6][CH:5]=[CH:4][C:3]=1[OH:8].C([N-:11][CH2:12][CH3:13])C.[Li+].[CH2:15](OCC)[CH3:16]>>[CH2:4]([C:3]1([OH:8])[CH:2]=[CH:7][CH:6]=[C:13]([CH2:15][CH3:16])[CH:12]1[NH2:11])[CH3:5] |f:1.2|. Yields the product C(C)C1(C(C(=CC=C1)CC)N)O (m-diethyl-aminophenol). Procedure: Amer. Chem. Soc., 74 (1952), 3027-29, discloses that the treatment of o-bromophenol with twice the molar amount of lithium diethylamide in boiling diethyl ether gives rise to m-diethyl-aminophenol. However, the process described there is completely unsuitable for an industrial synthesis, since m-diethylaminophenol is formed only in a yield of 15%. Reactants: BrC1=C(C=CC=C1)O (o-bromophenol), C(C)[N-]CC.[Li+] (lithium diethylamide), C(C)OCC (diethyl ether).